From a dataset of the Open Reaction Database (ORD), a public repository of structured organic reaction records. describe an organic reaction: reactants, conditions, products, and yield Starting materials: CS(=O)(=O)O[C@H]1CN(CC1)C(=O)OCC1=CC=C(C=C1)[N+](=O)[O-] ((3R)-3-methanesulfonyloxy-1-(p-nitrobenzyloxycarbonyl)pyrrolidine), C(C)(=O)[O-].[K+] (potassium acetate). Solvent: CN(C=O)C (dimethylformamide). Reaction conditions: temperature 80 celsius, time 8 hour. The product is C(C)(=O)O[C@@H]1CN(CC1)C(=O)OCC1=CC=C(C=C1)[N+](=O)[O-] ((3S)-3-acetoxy-1-(p-nitrobenzyloxycarbonyl)pyrrolidine). Isolated yield 82.0%. As a reaction SMILES: CS([O:5][C@@H:6]1[CH2:10][CH2:9][N:8]([C:11]([O:13][CH2:14][C:15]2[CH:20]=[CH:19][C:18]([N+:21]([O-:23])=[O:22])=[CH:17][CH:16]=2)=[O:12])[CH2:7]1)(=O)=O.[C:24]([O-])(=[O:26])[CH3:25].[K+]>CN(C)C=O>[C:24]([O:5][C@H:6]1[CH2:10][CH2:9][N:8]([C:11]([O:13][CH2:14][C:15]2[CH:20]=[CH:19][C:18]([N+:21]([O-:23])=[O:22])=[CH:17][CH:16]=2)=[O:12])[CH2:7]1)(=[O:26])[CH3:25] |f:1.2|. Reported procedure: To a solution of (3R)-3-methanesulfonyloxy-1-(p-nitrobenzyloxycarbonyl)pyrrolidine (7.50 g, 21.8 mmol) (obtained as described in Reference Example 52(2)) in dimethylformamide (225 ml) was added potassium acetate (6.41 g, 65.3 mmol), and the mixture was stirred in an oil bath (80° C.) overnight. After checking the completion of the reaction, the reaction mixture was partitioned between ethyl acetate and saturated aqueous sodium hydrogencarbonate solution. The organic layer was washed successively... The reactants are BrC1=C(C=NO)C(=CC=C1O)O (2-bromo-3,6-dihydroxy-benzaldehyde oxime), C(C)(=O)[O-].[Na+] (sodium acetate), CC(=O)OC(=O)C (Ac2O). Conditions: time 1 hour. Product: BrC1=C(C=CC(=C1C#N)OC(=O)C)OC(=O)C (2-bromo-3-cyano-1,4-diacetoxylbenzene). Yield: 69.1%. As a reaction SMILES: [Br:1][C:2]1[C:10]([OH:11])=[CH:9][CH:8]=[C:7]([OH:12])[C:3]=1[CH:4]=[N:5]O.[C:13]([O-:16])(=O)[CH3:14].[Na+].[CH3:18][C:19](OC(C)=O)=[O:20]>>[Br:1][C:2]1[C:3]([C:4]#[N:5])=[C:7]([O:12][C:19]([CH3:18])=[O:20])[CH:8]=[CH:9][C:10]=1[O:11][C:13]([CH3:14])=[O:16] |f:1.2|. Reported procedure: A mixture of 12B (45 g, 0.193 mol) and sodium acetate (3 g) in Ac2O (200 mL) was heated to reflux overnight. The reaction mixture was evaporated under reduced pressure to remove Ac2O. The residue was poured into water and stirred for 1 hour. The precipitated solids were collected by filtration and dried to give 12C (40 g, 69.1% yield). Reactants: C1CCOC1, CO, Cc1cccc(CC(=O)c2ccncc2)c1OC(C)C, Cl. Yields the product Cc1cccc(CC(O)c2ccncc2)c1OC(C)C. RXN SMILES: [CH2:24]1[O:25][CH2:26][CH2:27][CH2:28]1.[CH3:21][OH:22].[CH:1]([CH3:2])([CH3:3])[O:4][c:5]1[c:6]([CH2:12][C:13](=[O:14])[c:15]2[cH:16][cH:17][n:18][cH:19][cH:20]2)[cH:7][cH:8][cH:9][c:10]1[CH3:11].[ClH:23]>>[CH:1]([CH3:2])([CH3:3])[O:4][c:5]1[c:6]([CH2:12][CH:13]([OH:14])[c:15]2[cH:16][cH:17][n:18][cH:19][cH:20]2)[cH:7][cH:8][cH:9][c:10]1[CH3:11]. As a reaction SMILES: [BH:30]([OH:31])[OH:32].[CH3:33][c:34]1[cH:35][cH:36][c:37]([F:40])[cH:38][cH:39]1.[F:1][C:2]([c:3]1[cH:4][c:5]([C:13]([C:14](=[O:15])[N:16]([CH3:17])[c:18]2[cH:19][n:20][c:21]([Cl:25])[cH:22][c:23]2[I:24])([CH3:26])[CH3:27])[cH:6][c:7]([C:9]([F:10])([F:11])[F:12])[cH:8]1)([F:28])[F:29].[Na+:41].[Na+:42].[O-:43][C:44](=[O:45])[O-:46].[O:47]1[CH2:48][CH2:49][O:50][CH2:51][CH2:52]1>>[F:1][C:2]([c:3]1[cH:4][c:5]([C:13]([C:14](=[O:15])[N:16]([CH3:17])[c:18]2[cH:19][n:20][c:21]([Cl:25])[cH:22][c:23]2-[c:39]2[c:34]([CH3:33])[cH:35][cH:36][c:37]([F:40])[cH:38]2)([CH3:26])[CH3:27])[cH:6][c:7]([C:9]([F:10])([F:11])[F:12])[cH:8]1)([F:28])[F:29]. Starting materials: OBO, Cc1ccc(F)cc1, CN(C(=O)C(C)(C)c1cc(C(F)(F)F)cc(C(F)(F)F)c1)c1cnc(Cl)cc1I, [Na+], [Na+], O=C([O-])[O-], C1COCCO1. Product: Cc1ccc(F)cc1-c1cc(Cl)ncc1N(C)C(=O)C(C)(C)c1cc(C(F)(F)F)cc(C(F)(F)F)c1.